Dataset: the Open Reaction Database (ORD), a public repository of structured organic reaction records. Task: describe an organic reaction: reactants, conditions, products, and yield Reactants: [F-].[Cs+] (cesium fluoride), BrC=1C=NC(=NC1)C (5-bromo-2-methylpyrimidine), C1(=CC=CC=C1)CN1CC(=CC1)B1OC(C(O1)(C)C)(C)C (1-(phenylmethyl)-3-(4,4,5,5-tetramethyl-1,3,2-dioxaborolan-2-yl)-2,5-dihydro-1H-pyrrole), C1(=CC=CC=C1)CN1CC(=CC1)B1OC(C(O1)(C)C)(C)C (1-(phenylmethyl)-3-(4,4,5,5-tetramethyl-1,3,2-dioxaborolan-2-yl)-2,5-dihydro-1H-pyrrole), BrC=1C=NC(=NC1)C (5-bromo-2-methylpyrimidine). The solvent is C=1C=CC(=CC1)[P](C=2C=CC=CC2)(C=3C=CC=CC3)[Pd]([P](C=4C=CC=CC4)(C=5C=CC=CC5)C=6C=CC=CC6)([P](C=7C=CC=CC7)(C=8C=CC=CC8)C=9C=CC=CC9)[P](C=1C=CC=CC1)(C=1C=CC=CC1)C=1C=CC=CC1 (tetrakis(triphenylphosphine)palladium(0)), C1CCOC1 (THF). Conditions: temperature 80 celsius, time 1.5 hour. Product: CC1=NC=C(C=N1)C=1CN(CC1)CC1=CC=CC=C1 (2-methyl-5-[1-(phenylmethyl)-2,5-dihydro-1H-pyrrol-3-yl]pyrimidine). As a reaction SMILES: Br[C:2]1[CH:3]=[N:4][C:5]([CH3:8])=[N:6][CH:7]=1.[C:9]1([CH2:15][N:16]2[CH2:20][CH:19]=[C:18](B3OC(C)(C)C(C)(C)O3)[CH2:17]2)[CH:14]=[CH:13][CH:12]=[CH:11][CH:10]=1.[F-].[Cs+]>C1COCC1.C1C=CC([P]([Pd]([P](C2C=CC=CC=2)(C2C=CC=CC=2)C2C=CC=CC=2)([P](C2C=CC=CC=2)(C2C=CC=CC=2)C2C=CC=CC=2)[P](C2C=CC=CC=2)(C2C=CC=CC=2)C2C=CC=CC=2)(C2C=CC=CC=2)C2C=CC=CC=2)=CC=1>[CH3:8][C:5]1[N:4]=[CH:3][C:2]([C:18]2[CH2:17][N:16]([CH2:15][C:9]3[CH:14]=[CH:13][CH:12]=[CH:11][CH:10]=3)[CH2:20][CH:19]=2)=[CH:7][N:6]=1 |f:2.3,^1:40,42,61,80|. Procedure: The title compound can be prepared through a coupling palladium mediated reaction, e.g. starting from 5-bromo-2-methylpyrimidine and 1-(phenylmethyl)-3-(4,4,5,5-tetramethyl-1,3,2-dioxaborolan-2-yl)-2,5-dihydro-1H-pyrrole. For example, to a solution of 5-bromo-2-methylpyrimidine (1.3 eq.) in THF, 1-(phenylmethyl)-3-(4,4,5,5-tetramethyl-1,3,2-dioxaborolan-2-yl)-2,5-dihydro-1H-pyrrole (1 eq.), tetrakis(triphenylphosphine)palladium(0) (5% mol) and cesium fluoride (4 eq.) may be added at room tempera... The reactants are CO, CCc1ccc(Cl)cc1C(=O)OC, O=[N+]([O-])O, O=S(=O)(O)O, O=S(Cl)Cl. Product: CCc1c(C(=O)OC)cc(Cl)cc1[N+](=O)[O-]. Reaction SMILES: [CH3:27][OH:28].[Cl:1][c:2]1[cH:3][cH:4][c:5]([CH2:12][CH3:13])[c:6]([C:7](=[O:8])[O:9][CH3:10])[cH:11]1.[OH:19][N+:20]([O-:21])=[O:22].[S:14](=[O:15])(=[O:16])([OH:17])[OH:18].[S:23]([Cl:24])([Cl:25])=[O:26]>>[Cl:1][c:2]1[cH:3][c:4]([N+:20](=[O:19])[O-:21])[c:5]([CH2:12][CH3:13])[c:6]([C:7](=[O:8])[O:9][CH3:10])[cH:11]1. Starting materials: ClCCl, Nc1nc2ccc(C(O)C(COc3ccccc3)N3CCC(Cc4ccccc4)CC3)cc2s1. Yields the product Nc1nc2ccc(C(=O)C(COc3ccccc3)N3CCC(Cc4ccccc4)CC3)cc2s1. RXN SMILES: [Cl:35][CH2:36][Cl:37].[O:1]([c:2]1[cH:3][cH:4][cH:5][cH:6][cH:7]1)[CH2:8][CH:9]([CH:10]([c:11]1[cH:12][c:13]2[c:14]([n:15][c:16]([NH2:18])[s:17]2)[cH:19][cH:20]1)[OH:21])[N:22]1[CH2:23][CH2:24][CH:25]([CH2:28][c:29]2[cH:30][cH:31][cH:32][cH:33][cH:34]2)[CH2:26][CH2:27]1>>[O:1]([c:2]1[cH:3][cH:4][cH:5][cH:6][cH:7]1)[CH2:8][CH:9]([C:10]([c:11]1[cH:12][c:13]2[c:14]([n:15][c:16]([NH2:18])[s:17]2)[cH:19][cH:20]1)=[O:21])[N:22]1[CH2:23][CH2:24][CH:25]([CH2:28][c:29]2[cH:30][cH:31][cH:32][cH:33][cH:34]2)[CH2:26][CH2:27]1. The reactants are CC(=O)O[BH-](OC(C)=O)OC(C)=O, COc1cccc(N)c1, CC(=O)O, O=Cc1ccc(Cl)cc1, ClCCl, [Na+]. Product: COc1cccc(NCc2ccc(Cl)cc2)c1. Reaction SMILES: [C:19]([O:20][BH-:21]([O:22][C:23](=[O:24])[CH3:25])[O:26][C:27](=[O:28])[CH3:29])(=[O:30])[CH3:31].[CH3:10][O:11][c:12]1[cH:13][c:14]([NH2:15])[cH:16][cH:17][cH:18]1.[CH3:33][C:34](=[O:35])[OH:36].[Cl:1][c:2]1[cH:3][cH:4][c:5]([CH:6]=[O:7])[cH:8][cH:9]1.[Cl:37][CH2:38][Cl:39].[Na+:32]>>[Cl:1][c:2]1[cH:3][cH:4][c:5]([CH2:6][NH:15][c:14]2[cH:13][c:12]([O:11][CH3:10])[cH:18][cH:17][cH:16]2)[cH:8][cH:9]1. Reactants: O=C(OO)c1cccc(Cl)c1, ClCCl, C=Cc1cncc2cccc([N+](=O)[O-])c12, [Na+], O=C([O-])O. Product: C=Cc1c[n+]([O-])cc2cccc([N+](=O)[O-])c12. Reaction SMILES: [Cl:16][c:17]1[cH:18][cH:19][cH:20][c:21]([C:22]([O:23][OH:25])=[O:24])[cH:26]1.[Cl:32][CH2:33][Cl:34].[N+:1](=[O:2])([O-:3])[c:4]1[c:5]2[c:6]([CH:14]=[CH2:15])[cH:7][n:8][cH:9][c:10]2[cH:11][cH:12][cH:13]1.[Na+:27].[OH:28][C:29](=[O:30])[O-:31]>>[N+:1](=[O:2])([O-:3])[c:4]1[c:5]2[c:6]([CH:14]=[CH2:15])[cH:7][n+:8]([O-:24])[cH:9][c:10]2[cH:11][cH:12][cH:13]1. Reaction SMILES: [Br:19][c:20]1[s:21][cH:22][cH:23][n:24]1.[CH3:34][N:35]1[CH2:36][CH2:37][CH2:38][C:39]1=[O:40].[CH:25]([N:26]([CH2:27][CH3:28])[CH:29]([CH3:30])[CH3:31])([CH3:32])[CH3:33].[Cl:2][c:3]1[c:4]([C:10](=[O:11])[NH:12][CH:13]2[CH2:14][CH2:15][NH:16][CH2:17][CH2:18]2)[nH:5][c:6]([CH3:9])[c:7]1[Cl:8].[ClH:1]>>[Cl:2][c:3]1[c:4]([C:10](=[O:11])[NH:12][CH:13]2[CH2:14][CH2:15][N:16]([c:20]3[s:21][cH:22][cH:23][n:24]3)[CH2:17][CH2:18]2)[nH:5][c:6]([CH3:9])[c:7]1[Cl:8]. Starting materials: Brc1nccs1, CN1CCCC1=O, CCN(C(C)C)C(C)C, Cc1[nH]c(C(=O)NC2CCNCC2)c(Cl)c1Cl, Cl. Product: Cc1[nH]c(C(=O)NC2CCN(c3nccs3)CC2)c(Cl)c1Cl. Reactants: BrCCCBr, O=C([O-])[O-], CCC(C)=O, CC(C)(C)[O-], O=[N+]([O-])c1cc(Cl)c(O)c(Cl)c1, [K+], [K+], [K+]. Yields the product O=[N+]([O-])c1cc(Cl)c(OCCCBr)c(Cl)c1. RXN SMILES: [Br:13][CH2:14][CH2:15][CH2:16][Br:17].[C:18](=[O:19])([O-:20])[O-:21].[CH2:30]([C:31]([CH3:32])=[O:33])[CH3:34].[CH3:24][C:25]([CH3:26])([O-:27])[CH3:28].[Cl:1][c:2]1[c:3]([OH:12])[c:4]([Cl:11])[cH:5][c:6]([N+:8](=[O:9])[O-:10])[cH:7]1.[K+:22].[K+:23].[K+:29]>>[Cl:1][c:2]1[c:3]([O:12][CH2:16][CH2:15][CH2:14][Br:13])[c:4]([Cl:11])[cH:5][c:6]([N+:8](=[O:9])[O-:10])[cH:7]1. Starting materials: [BH4-] (borohydride), [BH4-] (borohydride), COC(CC1CC2(CCN(CC2)C(=O)OC(C)(C)C)C2=CC=CC=C2C1=O)=O (tert-butyl 3-(2-methoxy-2-oxoethyl)-4-oxo-3,4-dihydro-2H-spiro[naphthalene-1,4′-piperidine]-1′-carboxylate), [BH4-].[Na+] (sodium borohydride). Reagents/catalysts: [Cl-].[Zn+2].[Cl-] (zinc chloride). Run in C(C)OCC (diethyl ether). Conditions: temperature 0 celsius, time 2 hour. Yields the product Zn(BH4)2, O=C1CC2C(O1)C1=CC=CC=C1C1(CCN(CC1)C(=O)OC(C)(C)C)C2 (tert-butyl 2-oxo-3,3a,4,9b-tetrahydro-2H-spiro[naphtho[1,2-b]furan-5,4′-piperidine]-1′-carboxylate). Isolated yield 25.8%. RXN SMILES: [BH4-].[Na+].[BH4-].CO[C:6](=[O:31])[CH2:7][CH:8]1[C:29](=[O:30])[C:28]2[C:23](=[CH:24][CH:25]=[CH:26][CH:27]=2)[C:10]2([CH2:15][CH2:14][N:13]([C:16]([O:18][C:19]([CH3:22])([CH3:21])[CH3:20])=[O:17])[CH2:12][CH2:11]2)[CH2:9]1>C(OCC)C.[Cl-].[Zn+2].[Cl-]>[O:31]=[C:6]1[O:30][CH:29]2[C:28]3[C:23]([C:10]4([CH2:9][CH:8]2[CH2:7]1)[CH2:15][CH2:14][N:13]([C:16]([O:18][C:19]([CH3:20])([CH3:22])[CH3:21])=[O:17])[CH2:12][CH2:11]4)=[CH:24][CH:25]=[CH:26][CH:27]=3 |f:0.1,5.6.7|. Procedure: Zn(BH4)2 was prepared following a known procedure (Beatrix Merla, Hans-Joachim Grumbach, Nikolaus Risch, Synthesis, 1998 1609-1614). At 0° C., zinc chloride (anhydrous, 5 g, 36.6 mmol) was added to a solution of sodium borohydride (2.72 g, 72 mmol) in diethyl ether (100 ml). The reaction mixture was stirred at 0° C. for 2 h. After filtration under N2, the borohydride solution (9 ml) was added to a suspension of the tert-butyl 3-(2-methoxy-2-oxoethyl)-4-oxo-3,4-dihydro-2H-spiro[naphthalene-1,4′-p... Starting materials: COC(C(C)(C1CC(CCC1)=O)S(=O)(=O)C1=CC=CC=C1)=O ((RS,SR)-2-benzenesulfonyl-2-(3-oxo-cyclohexyl)-propionic acid methyl ester), Cl.ClC1=CC=C(C=N1)NN ((6-chloro-pyridin-3-yl)-hydrazine hydrochloride), C(=O)(O)[O-].[Na+] (NaHCO3). The solvent is C(C)(=O)O (acetic acid). Reaction conditions: temperature 115 celsius, time 3 hour. Product: COC(C(C)(C1CCC=2C3=C(NC2C1)C=CC(=N3)Cl)S(=O)(=O)C3=CC=CC=C3)=O ((RS,SR)-2-benzenesulfonyl-2-(2-chloro-6,7,8,9-tetrahydro-5H-pyrido[3,2-b]indol-7-yl)-propionic acid methyl ester). Isolated yield 80.1%. As a reaction SMILES: [CH3:1][O:2][C:3](=[O:22])[C:4]([S:13]([C:16]1[CH:21]=[CH:20][CH:19]=[CH:18][CH:17]=1)(=[O:15])=[O:14])([CH:6]1[CH2:11][CH2:10][CH2:9][C:8](=O)[CH2:7]1)[CH3:5].Cl.[Cl:24][C:25]1[N:30]=[CH:29][C:28]([NH:31]N)=[CH:27][CH:26]=1.C([O-])(O)=O.[Na+]>C(O)(=O)C>[CH3:1][O:2][C:3](=[O:22])[C:4]([S:13]([C:16]1[CH:17]=[CH:18][CH:19]=[CH:20][CH:21]=1)(=[O:14])=[O:15])([CH:6]1[CH2:7][C:8]2[NH:31][C:28]3[CH:27]=[CH:26][C:25]([Cl:24])=[N:30][C:29]=3[C:9]=2[CH2:10][CH2:11]1)[CH3:5] |f:1.2,3.4|. Procedure: In a sealed tube, 50 mg (0.15 mmol) of (RS,SR)-2-benzenesulfonyl-2-(3-oxo-cyclohexyl)-propionic acid methyl ester in 4 mL of glacial acetic acid were treated with 27 mg (0.18 mmol, 1.2 eq) of (6-chloro-pyridin-3-yl)-hydrazine hydrochloride and stirred at 115° C. for 3 hours. An aqueous solution of NaHCO3 was added until pH=7 was reached, and the mixture was extracted with EtOAc. The combined organic phases were dried over Na2SO4, filtered and evaporated. A column chromatography on silica gel wit...